Dataset: the Open Reaction Database (ORD), a public repository of structured organic reaction records. Task: describe an organic reaction: reactants, conditions, products, and yield Starting materials: ClC1=CC=2C(=C3C(=NC2C=C1)C(NC=N3)=O)C(F)(F)F (8-Chloro-10-(trifluoromethyl)pyrimido[5,4-b]quinolin-4(3H)-one), [Li]CCCC (n-BuLi). Run in C1CCOC1.CN(C)CCN(C)C (THF TMEDA). Run at temperature -78 celsius, time 20 minute. Product: C(CCC)C1(C2=C(NC=3C=CC(=CC13)Cl)C(NC=N2)=O)C(F)(F)F (10-Butyl-8-chloro-10-(trifluoromethyl)-5,10-dihydropyrimido[5,4-b]quinolin-4(3H)-one). Yield: 34.0%. Reaction SMILES: [Cl:1][C:2]1[CH:11]=[CH:10][C:9]2[N:8]=[C:7]3[C:12](=[O:16])[NH:13][CH:14]=[N:15][C:6]3=[C:5]([C:17]([F:20])([F:19])[F:18])[C:4]=2[CH:3]=1.[Li][CH2:22][CH2:23][CH2:24][CH3:25]>C1COCC1.CN(CCN(C)C)C>[CH2:22]([C:5]1([C:17]([F:18])([F:20])[F:19])[C:4]2[CH:3]=[C:2]([Cl:1])[CH:11]=[CH:10][C:9]=2[NH:8][C:7]2[C:12](=[O:16])[NH:13][CH:14]=[N:15][C:6]1=2)[CH2:23][CH2:24][CH3:25] |f:2.3|. Reported procedure: 8-Chloro-10-(trifluoromethyl)pyrimido[5,4-b]quinolin-4(3H)-one (7, 87 mg, 0.290 mmol) was suspended in anhydrous THF-TMEDA (10:1, 2 mL) and cooled to −78° C. under a nitrogen atmosphere. n-BuLi (1.6M 0.73 mL, 4 equiv) was added dropwise over 10 minutes. After the addition was complete, the reaction was stirred for 20 minutes at −78° C. and then warmed to rt over 45 minutes. The reaction was quenched with sat. NH4Cl solution and then partitioned between H2O and EtOAc. The aqueous layer was extrac...